From a dataset of the Open Reaction Database (ORD), a public repository of structured organic reaction records. describe an organic reaction: reactants, conditions, products, and yield Starting materials: CC1=NC=C2N1C=CC=C2C2=CC=C(C=C2)N2C(=NC=C2)C (3-Methyl-8-[4-(2-methyl-lH-imidazol-l-yl)phenyl]imidazo-[1,5-a]pyridine), BrN1C(CCC1=O)=O (N-bromosuccinimide). Run in C(Cl)Cl (methylene chloride). Product: BrC=1N=C(N2C1C(=CC=C2)C2=CC=C(C=C2)N2C(=NC=C2)C)C (1-Bromo-3-methyl-8-[4-(2-methyl-lH-imidazol-l-yl)phenyl]imidazo[1,5-a]pyridine). RXN SMILES: [CH3:1][C:2]1[N:6]2[CH:7]=[CH:8][CH:9]=[C:10]([C:11]3[CH:16]=[CH:15][C:14]([N:17]4[CH:21]=[CH:20][N:19]=[C:18]4[CH3:22])=[CH:13][CH:12]=3)[C:5]2=[CH:4][N:3]=1.[Br:23]N1C(=O)CCC1=O>C(Cl)Cl>[Br:23][C:4]1[N:3]=[C:2]([CH3:1])[N:6]2[CH:7]=[CH:8][CH:9]=[C:10]([C:11]3[CH:12]=[CH:13][C:14]([N:17]4[CH:21]=[CH:20][N:19]=[C:18]4[CH3:22])=[CH:15][CH:16]=3)[C:5]=12. Reported procedure: Combine 2.2 g (7.6 mmol) of the product of Example XIV with 1.4 g (7.9 mmol) of N-bromosuccinimide in 50 ml of methylene chloride and stir at room temperature for 1 hr. Wash the reaction with 100 ml of 10% potassium carbonate solution, dry over magnesium sulfate, treat with charcoal, and remove the solvent in vacuo. Crystallize the residue from ether to provide the title compound. The reactants are C(C(C)C)(=O)CC(=O)OCC (Ethyl isobutyrylacetate), O (Water), C1CCC2=NCCCN2CC1 (DBU), N(=[N+]=[N-])C1=C(C=CC=C1)F (1-azido-2-fluorobenzene). The solvent is CN(C)C=O (DMF), CN(C)C=O (DMF). Reaction conditions: time 15 minute. The product is FC1=C(C=CC=C1)N1N=NC(=C1C(C)C)C(=O)OCC (Ethyl 1-(2-fluorophenyl)-5-isopropyl-1H-1,2,3-triazole-4-carboxylate). RXN SMILES: C1CCN2C(=NCCC2)CC1.[C:12]([CH2:17][C:18]([O:20][CH2:21][CH3:22])=[O:19])(=O)[CH:13]([CH3:15])[CH3:14].[N:23]([C:26]1[CH:31]=[CH:30][CH:29]=[CH:28][C:27]=1[F:32])=[N+:24]=[N-:25].O>CN(C=O)C>[F:32][C:27]1[CH:28]=[CH:29][CH:30]=[CH:31][C:26]=1[N:23]1[C:12]([CH:13]([CH3:15])[CH3:14])=[C:17]([C:18]([O:20][CH2:21][CH3:22])=[O:19])[N:25]=[N:24]1. Reported procedure: DBU (3.6 ml; 24.07 mmol; 1.10 eq.) was dissolved in DMF (45 ml) and put under nitrogen atmosphere. Ethyl isobutyrylacetate (Aldrich, 3.807 g; 24.07 mmol; 1.10 eq.) was added to the mixture and it was stirred for 15 min. Then a solution of 1-azido-2-fluorobenzene, prepared according to Platz, M. S. et al. J. Org. Chem. 1989, 54, 5938-5945, (3 g; 21.858 mmol; 1 eq.) in DMF (10 mL) was added dropwise to the solution at room temperature. The reaction mixture was stirred at 70° C. for 5 hours. Water ... The reactants are O.C1(=CC=C(C=C1)S(=O)(=O)O)C (p-toluenesulfonic acid monohydrate), C1(=CC=CC=C1)C(C1=CC=CC=C1)(C1=CC=CC=C1)NC1[C@@H]2N(C(C(S2)(C)C)C2=NN=NN2)C1=O (6-triphenylmethylamino-2,2-dimethyl-3-(5-tetrazolyl)penam), C1(=CC=CC=C1)CC(=O)Cl (Phenylacetyl chloride), [OH-].[Na+] (sodium hydroxide). Run in CC(=O)C (acetone), O (water), C(C)(C)OC(C)C (isopropylether). Product: C1(=CC=CC=C1)CC(=O)NC1[C@@H]2N(C(C(S2)(C)C)C2=NN=NN2)C1=O (6-(2-Phenylacetamido)-2,2-Dimethyl-3-(5-Tetrazolyl)Penam). As a reaction SMILES: O.C1(C)C=CC(S(O)(=O)=O)=CC=1.C1(C([NH:32][CH:33]2[C:46](=[O:47])[N:35]3[CH:36]([C:41]4[NH:45][N:44]=[N:43][N:42]=4)[C:37]([CH3:40])([CH3:39])[S:38][C@H:34]23)(C2C=CC=CC=2)C2C=CC=CC=2)C=CC=CC=1.[OH-].[Na+].[C:50]1([CH2:56][C:57](Cl)=[O:58])[CH:55]=[CH:54][CH:53]=[CH:52][CH:51]=1>O.C(OC(C)C)(C)C.CC(C)=O>[C:50]1([CH2:56][C:57]([NH:32][CH:33]2[C:46](=[O:47])[N:35]3[CH:36]([C:41]4[NH:42][N:43]=[N:44][N:45]=4)[C:37]([CH3:39])([CH3:40])[S:38][C@H:34]23)=[O:58])[CH:55]=[CH:54][CH:53]=[CH:52][CH:51]=1 |f:0.1,3.4|. Procedure details: A mixture of p-toluenesulfonic acid monohydrate (788 mg., 4.14 mmoles), acetone (35 ml.) and 6-triphenylmethylamino-2,2-dimethyl-3-(5-tetrazolyl)penam (2.0g., 4.14 mmole) is stirred for twenty minutes at room temperature and is then diluted with water (100 ml.) and isopropylether (100 ml.). The biphasic mixture is stirred vigorously and adjusted to pH 7 with 2N sodium hydroxide. Phenylacetyl chloride (700 mg., 4.55 mmole freshly distilled) is added and the reaction mixture maintained at pH 5.5-6... Solvent: CCOCC (ether). Reported procedure: The thiourea is prepared by reacting 5.0 g. (0.026 mole) of 1-adamantyl isothiocyanate with 2.5 g. (0.029 mole) of morpholine in 250 ml. of ether for ca. 1 hr. at room temperature. The solid which separates is collected and combined with additional compound from concentration of ether filtrate to a small volume: 6.65 g. (91 percent), m.p. 145-147. The analytical sample is recrystallized from ether, m.p. 148. The product is C12(CC3CC(CC(C1)C3)C2)NC(=S)N2CCOCC2 (N-(1-Adamantyl)-4-morpholinethiocarboxamide). As a reaction SMILES: [C:1]12([N:11]=[C:12]=[S:13])[CH2:10][CH:5]3[CH2:6][CH:7]([CH2:9][CH:3]([CH2:4]3)[CH2:2]1)[CH2:8]2.[NH:14]1[CH2:19][CH2:18][O:17][CH2:16][CH2:15]1>CCOCC>[C:1]12([NH:11][C:12]([N:14]3[CH2:19][CH2:18][O:17][CH2:16][CH2:15]3)=[S:13])[CH2:10][CH:5]3[CH2:6][CH:7]([CH2:9][CH:3]([CH2:4]3)[CH2:2]1)[CH2:8]2. Reactants: C12(CC3CC(CC(C1)C3)C2)N=C=S (1-adamantyl isothiocyanate), N1CCOCC1 (morpholine). Reaction SMILES: [CH2:1]([N:8]1[CH2:13][CH2:12][NH:11][CH2:10][CH2:9]1)[C:2]1[CH:7]=[CH:6][CH:5]=[CH:4][CH:3]=1.[NH2:14][C:15]1[N:20]=[C:19](Cl)[CH:18]=[C:17]([Cl:22])[N:16]=1.C([O-])([O-])=O.[Cs+].[Cs+]>CN(C)C=O>[CH2:1]([N:8]1[CH2:13][CH2:12][N:11]([C:19]2[CH:18]=[C:17]([Cl:22])[N:16]=[C:15]([NH2:14])[N:20]=2)[CH2:10][CH2:9]1)[C:2]1[CH:3]=[CH:4][CH:5]=[CH:6][CH:7]=1 |f:2.3.4|. Conditions: temperature 90 celsius, time 5 hour. Yields the product C(C1=CC=CC=C1)N1CCN(CC1)C1=NC(=NC(=C1)Cl)N (4-(4-Benzyl-piperazin-1-yl)-6-chloro-pyrimidin-2-ylamine). Reactants: C(C1=CC=CC=C1)N1CCNCC1 (1-Benzyl-piperazine), NC1=NC(=CC(=N1)Cl)Cl (2-amino-4,6-dichloro-pyrimidine), C(=O)([O-])[O-].[Cs+].[Cs+] (Cs2CO3). Procedure: 1-Benzyl-piperazine (5.86 g, 33.3 mmol), 2-amino-4,6-dichloro-pyrimidine (5.46 g, 33.3 mmol) and Cs2CO3 (10.8 g, 36.6 mmol) were combined in anhydrous N,N-dimethylformamide (DMF) (50 mL) and stirred at 90° C. in dry atmosphere for 5 h. The DMF was removed in vacuo, the residue was dissolved in acetone, and 4-(4-Benzyl-piperazin-1-yl)-6-chloro-pyrimidin-2-ylamine (8.5 g, 86%) was is crystallized form acetone. Run in CN(C=O)C (N,N-dimethylformamide). Starting materials: C(C)(=O)N1C(C=C(C2=CC(=CC=C12)OC)C)(C)C (1-acetyl-1,2-dihydro-6-methoxy-2,2,4-trimethylquinoline), [Al+3].[Cl-].[Cl-].[Cl-] (AlCl3). Solvent: C1=CC=CC=C1 (benzene). The product is C(C)(=O)N1C(CC(C2=CC(=CC=C12)OC)(C)C1=CC=CC=C1)(C)C (1-Acetyl-6-methoxy-4-phenyl-1,2,3,4-tetrahydro-2,2,4-trimethylquinoline). Reaction SMILES: [C:1]([N:4]1[C:13]2[C:8](=[CH:9][C:10]([O:14][CH3:15])=[CH:11][CH:12]=2)[C:7]([CH3:16])=[CH:6][C:5]1([CH3:18])[CH3:17])(=[O:3])[CH3:2].[Al+3].[Cl-].[Cl-].[Cl-]>C1C=CC=CC=1>[C:1]([N:4]1[C:13]2[C:8](=[CH:9][C:10]([O:14][CH3:15])=[CH:11][CH:12]=2)[C:7]([C:8]2[CH:13]=[CH:12][CH:11]=[CH:10][CH:9]=2)([CH3:16])[CH2:6][C:5]1([CH3:18])[CH3:17])(=[O:3])[CH3:2] |f:1.2.3.4|. Procedure details: Fiedel-Crafts alkylation of benzene (25 ml) with 1-acetyl-1,2-dihydro-6-methoxy-2,2,4-trimethylquinoline (1.8 g) in the presence of AlCl3 (3.0 g) was performed according to the method described in example 3. Reactants: OCCCNC1=NC(=NC=N1)NC=1C=C(C(=O)NC)C=CC1 (3-(4-(3-hydroxypropylamino)-1,3,5-triazin-2-ylamino)-N-methylbenzamide), ClC(C)Cl (dichloroethane), C1(=CC=CC=C1)P(C1=CC=CC=C1)C1=CC=CC=C1 (triphenylphosphine), ClC1=CC=C(C=C1)O (p-chlorophenol), CCOC(=O)/N=N/C(=O)OCC (DEAD). Yields the product ClC1=CC=C(OCCCNC2=NC(=NC=N2)NC=2C=C(C(=O)NC)C=CC2)C=C1 (3-(4-(3-(4-chlorophenoxy)propylamino)-1,3,5-triazin-2-ylamino)-N-methylbenzamide). Reaction SMILES: [OH:1][CH2:2][CH2:3][CH2:4][NH:5][C:6]1[N:11]=[CH:10][N:9]=[C:8]([NH:12][C:13]2[CH:14]=[C:15]([CH:20]=[CH:21][CH:22]=2)[C:16]([NH:18][CH3:19])=[O:17])[N:7]=1.ClC(Cl)C.C1(P(C2C=CC=CC=2)C2C=CC=CC=2)C=CC=CC=1.[Cl:46][C:47]1[CH:52]=[CH:51][C:50](O)=[CH:49][CH:48]=1.CCOC(/N=N/C(OCC)=O)=O>>[Cl:46][C:47]1[CH:52]=[CH:51][C:50]([O:1][CH2:2][CH2:3][CH2:4][NH:5][C:6]2[N:11]=[CH:10][N:9]=[C:8]([NH:12][C:13]3[CH:14]=[C:15]([CH:20]=[CH:21][CH:22]=3)[C:16]([NH:18][CH3:19])=[O:17])[N:7]=2)=[CH:49][CH:48]=1. Procedure: To a microwave vial charged 3-(4-(3-hydroxypropylamino)-1,3,5-triazin-2-ylamino)-N-methylbenzamide (0.112 g, 0.370 mmol) was added dichloroethane (4 mL), triphenylphosphine (0.146 g, 0.556 mmol), p-chlorophenol (0.095 g, 0.741 mmol)) and DEAD (0.129 g, 0.741 mmol) respectively. The reaction mixture was irradiated in the microwave at 130° C. for 30 min. The reaction mixture was concentrated under reduced pressure and purified with flash chromatography using CH2Cl2:MeOH:NH4OH (90:10:1) in CH2Cl2 t... Isolated yield 19.6%. Starting materials: COCOc1c(C)cc(OC(=O)C(C)(C)C)cc1C, CO, [K+], [OH-]. Product: COCOc1c(C)cc(O)cc1C. As a reaction SMILES: [C:1](=[O:2])([C:3]([CH3:4])([CH3:5])[CH3:6])[O:7][c:8]1[cH:9][c:10]([CH3:19])[c:11]([O:15][CH2:16][O:17][CH3:18])[c:12]([CH3:14])[cH:13]1.[CH3:22][OH:23].[K+:21].[OH-:20]>>[OH:7][c:8]1[cH:9][c:10]([CH3:19])[c:11]([O:15][CH2:16][O:17][CH3:18])[c:12]([CH3:14])[cH:13]1. Reactants: BrC=1C=C2C(=CN1)N(N=C2C)C2OCCCC2 (5-bromo-3-methyl-1-(tetrahydro-2H-pyran-2-yl)-1H-pyrazolo[3,4-c]pyridine), FC=1C=C(C=NC1)B(O)O (5-fluoropyridin-3-ylboronic acid), C(C)#N (Acetonitrile), C(C)(=O)[O-].[K+] (Potassium acetate). Reagents/catalysts: C1=CC=C(C=C1)P([C-]2C=CC=C2)C3=CC=CC=C3.C1=CC=C(C=C1)P([C-]2C=CC=C2)C3=CC=CC=C3.Cl[Pd]Cl.[Fe+2] (1,1′-Bis(diphenylphosphino)ferrocenepalladium (II) chloride). Solvent: O (Water), C([O-])([O-])=O.[Na+].[Na+] (Sodium carbonate), O (Water). Yields the product FC=1C=C(C=NC1)C=1C=C2C(=CN1)N(N=C2C)C2OCCCC2 (5-(5-fluoropyridin-3-yl)-3-methyl-1-(tetrahydro-2H-pyran-2-yl)-1H-pyrazolo[3,4-c]pyridine). RXN SMILES: Br[C:2]1[CH:3]=[C:4]2[C:10]([CH3:11])=[N:9][N:8]([CH:12]3[CH2:17][CH2:16][CH2:15][CH2:14][O:13]3)[C:5]2=[CH:6][N:7]=1.[F:18][C:19]1[CH:20]=[C:21](B(O)O)[CH:22]=[N:23][CH:24]=1.C(#N)C.C([O-])(=O)C.[K+]>O.C(=O)([O-])[O-].[Na+].[Na+].C1C=CC(P(C2C=CC=CC=2)[C-]2C=CC=C2)=CC=1.C1C=CC(P(C2C=CC=CC=2)[C-]2C=CC=C2)=CC=1.Cl[Pd]Cl.[Fe+2]>[F:18][C:19]1[CH:20]=[C:21]([C:2]2[CH:3]=[C:4]3[C:10]([CH3:11])=[N:9][N:8]([CH:12]4[CH2:17][CH2:16][CH2:15][CH2:14][O:13]4)[C:5]3=[CH:6][N:7]=2)[CH:22]=[N:23][CH:24]=1 |f:3.4,6.7.8,9.10.11.12|. Reported procedure: To a mixture of 5-bromo-3-methyl-1-(tetrahydro-2H-pyran-2-yl)-1H-pyrazolo[3,4-c]pyridine (90.0 mg, 0.304 mmol), 5-fluoropyridin-3-ylboronic acid (128.6 mg, 0.9124 mmol) and 1,1′-Bis(diphenylphosphino)ferrocenepalladium (II) chloride (37.2 mg, 0.0456 mmol) in Acetonitrile (2.86 mL, 54.7 mmol) was added 1.0 M of Potassium acetate in Water (0.456 mL) and 1.0 M of Sodium carbonate in Water (0.456 mL). The reaction mixture was irradiated in microwave at 125° C. for 20 min. The reaction was filtered t...